Task: describe an organic reaction: reactants, conditions, products, and yield. Dataset: the Open Reaction Database (ORD), a public repository of structured organic reaction records Reactants: Cc1c(C=O)[nH]c2c1C(=O)N(CCN1CCCC1)CCC2, O=C1Cc2cc(F)ccc2N1. The product is Cc1c(C=C2C(=O)Nc3ccc(F)cc32)[nH]c2c1C(=O)N(CCN1CCCC1)CCC2. Reaction SMILES: [CH3:1][c:2]1[c:3]([CH:20]=[O:21])[nH:4][c:5]2[c:6]1[C:7](=[O:19])[N:8]([CH2:12][CH2:13][N:14]1[CH2:15][CH2:16][CH2:17][CH2:18]1)[CH2:9][CH2:10][CH2:11]2.[F:22][c:23]1[cH:24][c:25]2[c:29]([cH:30][cH:31]1)[NH:28][C:27](=[O:32])[CH2:26]2>>[CH3:1][c:2]1[c:3]([CH:20]=[C:26]2[c:25]3[cH:24][c:23]([F:22])[cH:31][cH:30][c:29]3[NH:28][C:27]2=[O:32])[nH:4][c:5]2[c:6]1[C:7](=[O:19])[N:8]([CH2:12][CH2:13][N:14]1[CH2:15][CH2:16][CH2:17][CH2:18]1)[CH2:9][CH2:10][CH2:11]2.